This data is from the Open Reaction Database (ORD), a public repository of structured organic reaction records. The task is: describe an organic reaction: reactants, conditions, products, and yield The reactants are Cl (hydrochloric acid), CN(C=1NC2=C(N1)C(=C(C(=C2Br)Br)Br)Br)C (2-Dimethylamino-4,5,6,7-tetrabromobenzimidazole). Run in CCO (EtOH). Run at time 8 hour. The product is Cl.CN(C1=NC2=C(N1)C(=C(C(=C2Br)Br)Br)Br)C (2-Dimethylamino-4,5,6,7-tetrabromo-1H-benzimidazole hydrochloride). RXN SMILES: [CH3:1][N:2]([CH3:16])[C:3]1[NH:4][C:5]2[C:11]([Br:12])=[C:10]([Br:13])[C:9]([Br:14])=[C:8]([Br:15])[C:6]=2[N:7]=1.[ClH:17]>CCO>[ClH:17].[CH3:1][N:2]([CH3:16])[C:3]1[NH:4][C:5]2[C:11]([Br:12])=[C:10]([Br:13])[C:9]([Br:14])=[C:8]([Br:15])[C:6]=2[N:7]=1 |f:3.4|. Reported procedure: 2-Dimethylamino-4,5,6,7-tetrabromobenzimidazole (0.48 g, 1 mmol) was dissolved by heating in EtOH (80 ml) and to this solution hydrochloric acid (36% H2O sol., 5 ml) was added. Almost immediately the microcrystalline solid begins to separate. The mixture was kept in 4° C. overnight and hydrochloride (350 mg, 68%) was separated as small needles. M.p. >330° C. (decomp.).